This data is from the Open Reaction Database (ORD), a public repository of structured organic reaction records. The task is: describe an organic reaction: reactants, conditions, products, and yield The reactants are C(C1=CC=CC=C1)OC1=C(C=C(C(=C1)F)F)CCI (1-(benzyloxy)-4,5-difluoro-2-(2-iodoethyl)benzene), C1=CC=C(C=C1)P(C2=CC=CC=C2)C3=CC=CC=C3 (Ph3P). The solvent is C=1(C(=CC=CC1)C)C (xylene). Run at temperature 140 celsius. Product: [I-].C(C1=CC=CC=C1)OC1=C(CC[P+](C2=CC=CC=C2)(C2=CC=CC=C2)C2=CC=CC=C2)C=C(C(=C1)F)F ((2-(benzyloxy)-4,5-difluorophenethyl)triphenylphosphonium iodide salt). The yield is 79.3%. RXN SMILES: [CH2:1]([O:8][C:9]1[CH:14]=[C:13]([F:15])[C:12]([F:16])=[CH:11][C:10]=1[CH2:17][CH2:18][I:19])[C:2]1[CH:7]=[CH:6][CH:5]=[CH:4][CH:3]=1.[CH:20]1[CH:25]=[CH:24][C:23]([P:26]([C:33]2[CH:38]=[CH:37][CH:36]=[CH:35][CH:34]=2)[C:27]2[CH:32]=[CH:31][CH:30]=[CH:29][CH:28]=2)=[CH:22][CH:21]=1>C1(C)C(C)=CC=CC=1>[I-:19].[CH2:1]([O:8][C:9]1[CH:14]=[C:13]([F:15])[C:12]([F:16])=[CH:11][C:10]=1[CH2:17][CH2:18][P+:26]([C:27]1[CH:28]=[CH:29][CH:30]=[CH:31][CH:32]=1)([C:33]1[CH:38]=[CH:37][CH:36]=[CH:35][CH:34]=1)[C:23]1[CH:22]=[CH:21][CH:20]=[CH:25][CH:24]=1)[C:2]1[CH:7]=[CH:6][CH:5]=[CH:4][CH:3]=1 |f:3.4|. Procedure: To a solution of 1-(benzyloxy)-4,5-difluoro-2-(2-iodoethyl)benzene (630 mg, 1.684 mmol) in xylene (10 mL) was added Ph3P (883 mg, 3.37 mmol) and the mixture was heated at 140° C. for 16 h. The mixture was cooled to rt (The product solidified). Solids were then filtered off and washed with ether and hexane, dried under high vacuum to afford (2-(benzyloxy)-4,5-difluorophenethyl)triphenylphosphonium iodide salt (850 mg, 1.336 mmol, 79% yield) as white solid. 1H NMR (500 MHz, CDCl3)) δ 7.87-7.61 (m,... Starting materials: FC1=C(C=CC=C1)[N+](=O)[O-] (1-fluoro-2-nitrobenzene), C(=O)(O)[O-].[Na+] (NaHCO3), O (H2O), C(C1=CC=CC=C1)OC(=O)N[C@H](C(=O)O)C(C)(C)S ((R)-2-(benzyloxycarbonylamino)-3-mercapto-3-methylbutanoic acid), O (H2O). Run in CCO (EtOH). Run at time 20 minute. Yields the product C(C1=CC=CC=C1)OC(=O)N[C@H](C(=O)O)C(C)(SC1=C(C=CC=C1)[N+](=O)[O-])C ((R)-2-(benzyloxycarbonylamino)-3-methyl-3-(2-nitrophenylthio)butanoic acid). Yield: 67.2%. RXN SMILES: C([O-])(O)=O.[Na+].O.[CH2:7]([O:14][C:15]([NH:17][C@@H:18]([C:22]([SH:25])([CH3:24])[CH3:23])[C:19]([OH:21])=[O:20])=[O:16])[C:8]1[CH:13]=[CH:12][CH:11]=[CH:10][CH:9]=1.F[C:27]1[CH:32]=[CH:31][CH:30]=[CH:29][C:28]=1[N+:33]([O-:35])=[O:34]>CCO>[CH2:7]([O:14][C:15]([NH:17][C@@H:18]([C:22]([CH3:23])([S:25][C:27]1[CH:32]=[CH:31][CH:30]=[CH:29][C:28]=1[N+:33]([O-:35])=[O:34])[CH3:24])[C:19]([OH:21])=[O:20])=[O:16])[C:8]1[CH:9]=[CH:10][CH:11]=[CH:12][CH:13]=1 |f:0.1|. Procedure: NaHCO3 (14.5 g, 172 mmol, Eq: 2.5) and H2O (210 mL) were added to a slurry of (R)-2-(benzyloxycarbonylamino)-3-mercapto-3-methylbutanoic acid (19.5 g, 68.8 mmol, Eq: 1.00) in EtOH (70.0 mL). After 20 min. the mixture became homogeneous, 1-fluoro-2-nitrobenzene (9.71 g, 7.00 mL, 68.8 mmol, Eq: 1.00) was added and the mixture heated to reflux for 6 h. The mixture was cooled to RT, poured into H2O (300 mL) and extracted with MTBE. The aqueous layer was acidified to pH 5 with 1 N HCl and extracted w... The reactants are CNC(=O)NC1CCC(C2=CC=CC=C12)=O (1-Methyl-3-(1,2,3,4-tetrahydro-4-oxo-1-naphthyl)-urea). Reagents/catalysts: O=[Pt]=O (PtO2). Solvent: C(C)O (ethanol). The product is CNC(=O)NC1CCC(C2=CC=CC=C12)O (1 -Methyl-3-(1,2,3,4-tetrahydro-4-hydroxy-1-naphthyl)urea). As a reaction SMILES: [CH3:1][NH:2][C:3]([NH:5][CH:6]1[C:15]2[C:10](=[CH:11][CH:12]=[CH:13][CH:14]=2)[C:9](=[O:16])[CH2:8][CH2:7]1)=[O:4]>O=[Pt]=O.C(O)C>[CH3:1][NH:2][C:3]([NH:5][CH:6]1[C:15]2[C:10](=[CH:11][CH:12]=[CH:13][CH:14]=2)[CH:9]([OH:16])[CH2:8][CH2:7]1)=[O:4]. Procedure: 1-Methyl-3-(1,2,3,4-tetrahydro-4-oxo-1-naphthyl)-urea (3.3 g.) is hydrogenated in the presence of 0.3 g. of PtO2 /0.05 mmole FeCl3 solution in 300 ml. of 95% ethanol using a low-pressure all-glass hydrogenator. After 615 ml. of hydrogen is absorbed, the excess hydrogen is removed by purging the system with nitrogen. The solution is filtered and evaporated to dryness in vacuo to afford 3.4 g. of an oil. The oil is stirred with about 20 ml. of acetone and the formed white solid is collected to aff... Reactants: CC(C)(C)NS(C)(=O)=O, [Li]CCCC, CCCCCC, CC(C)NC(C)C, O=Cc1ccncc1, C1CCOC1, O. The product is CC(C)(C)NS(=O)(=O)CC(O)c1ccncc1. Reaction SMILES: [C:13]([CH3:14])([CH3:15])([CH3:16])[NH:17][S:18](=[O:19])(=[O:20])[CH3:21].[CH2:8]([Li:9])[CH2:10][CH2:11][CH3:12].[CH3:35][CH2:36][CH2:37][CH2:38][CH2:39][CH3:40].[CH:1]([NH:2][CH:3]([CH3:4])[CH3:5])([CH3:6])[CH3:7].[CH:22](=[O:23])[c:24]1[cH:25][cH:26][n:27][cH:28][cH:29]1.[O:30]1[CH2:31][CH2:32][CH2:33][CH2:34]1.[OH2:41]>>[C:13]([CH3:14])([CH3:15])([CH3:16])[NH:17][S:18](=[O:19])(=[O:20])[CH2:21][CH:22]([OH:23])[c:24]1[cH:25][cH:26][n:27][cH:28][cH:29]1. Starting materials: ClC=1C=C(C=CC1Cl)[C@H]1CN(C[C@@H]1NC)C(=O)C1CCN(CC1)C(=O)C1(CC1)C (rac-{4-[(3S,4R)-3-(3,4-dichloro-phenyl)-4-methylamino-pyrrolidine-1-carbonyl]-piperidin-1-yl}-(1-methyl-cyclopropyl)-methanone), ClC(=O)OCC#C (propargyl chloroformate). Product: C(C#C)OC(N(C)[C@H]1CN(C[C@@H]1C1=CC(=C(C=C1)Cl)Cl)C(=O)C1CCN(CC1)C(=O)C1(CC1)C)=O (rac-{(3R,4S)-4-(3,4-dichloro-phenyl)-1-[1-(1-methyl-cyclopropanecarbonyl)-piperidine-4-carbonyl]-pyrrolidin-3-yl}-methyl-carbamic acid prop-2-ynyl ester). Reaction SMILES: [Cl:1][C:2]1[CH:3]=[C:4]([C@@H:9]2[C@@H:13]([NH:14][CH3:15])[CH2:12][N:11]([C:16]([CH:18]3[CH2:23][CH2:22][N:21]([C:24]([C:26]4([CH3:29])[CH2:28][CH2:27]4)=[O:25])[CH2:20][CH2:19]3)=[O:17])[CH2:10]2)[CH:5]=[CH:6][C:7]=1[Cl:8].Cl[C:31]([O:33][CH2:34][C:35]#[CH:36])=[O:32]>>[CH2:34]([O:33][C:31](=[O:32])[N:14]([C@@H:13]1[C@@H:9]([C:4]2[CH:5]=[CH:6][C:7]([Cl:8])=[C:2]([Cl:1])[CH:3]=2)[CH2:10][N:11]([C:16]([CH:18]2[CH2:19][CH2:20][N:21]([C:24]([C:26]3([CH3:29])[CH2:28][CH2:27]3)=[O:25])[CH2:22][CH2:23]2)=[O:17])[CH2:12]1)[CH3:15])[C:35]#[CH:36]. Procedure: In analogy to the procedure described for the synthesis of example 2 (step b), the title compound rac-{(3R,4S)-4-(3,4-dichloro-phenyl)-1-[1-(1-methyl-cyclopropanecarbonyl)-piperidine-4-carbonyl]-pyrrolidin-3-yl}-methyl-carbamic acid prop-2-ynyl ester was prepared from rac-{4-[(3S,4R)-3-(3,4-dichloro-phenyl)-4-methylamino-pyrrolidine-1-carbonyl]-piperidin-1-yl}-(1-methyl-cyclopropyl)-methanone using propargyl chloroformate instead of 4-fluorophenyl chloroformate and was obtained as a yellow foam.... The reactants are C1(CC1)[Mg]Br (cyclopropyl magnesium bromide), [Mg] (magnesium), C1(CC1)Br (cyclopropyl bromide), O1CCCC1 (tetrahydrofuran), O1CCCC1 (tetrahydrofuran), CN1CC=2N(C3=C(C1=O)C=NC=C3)C=NC2C=O (5,6-dihydro-5-methyl-6-oxo-4H-imidazo [1,5-a]-pyrido [3,4-f][1,4]-diazepine-3-carboxaldehyde), O1CCCC1 (tetrahydrofuran). Run in CN(P(=O)(N(C)C)N(C)C)C (hexamethyl-phosphoramide). Run at time 1 hour. Product: SiO2, N1C=C(N=CC2=C1C=CN=C2)C(O)C2CC2 (pyrido-[3,4-f][1,4]-diazepin-3-yl cyclopropyl carbinol). Yield: 5.0%. As a reaction SMILES: C1([Mg]Br)CC1.[Mg].C1(Br)CC1.C[N:12]1[C:18](=O)[C:17]2[CH:20]=[N:21][CH:22]=[CH:23][C:16]=2[N:15]2C=NC(C=O)=[C:14]2[CH2:13]1.[O:29]1[CH2:33][CH2:32][CH2:31][CH2:30]1>CN(C)P(N(C)C)(N(C)C)=O>[NH:15]1[C:16]2[CH:23]=[CH:22][N:21]=[CH:20][C:17]=2[CH:18]=[N:12][C:13]([CH:33]([CH:32]2[CH2:30][CH2:31]2)[OH:29])=[CH:14]1. Procedure: To a solution of cyclopropyl magnesium bromide in dry tetrahydrofuran (prepared from 72 mg (3 mmole)) of magnesium and 362 mg (3 mmole) of cyclopropyl bromide in 4 ml of tetrahydrofuran was added at room temperature in one portion a suspension of 240 mg (1 mmole)of 5,6-dihydro-5-methyl-6-oxo-4H-imidazo [1,5-a]-pyrido [3,4-f][1,4]-diazepine-3-carboxaldehyde suspended in a mixture of 1 ml of tetrahydrofuran and 1 ml of hexamethyl-phosphoramide. After 1 hour, the reaction was quenched with aqueous ... The reactants are II (iodine), BrC1=C(C#N)C=CC(=C1)OC (2-bromo-4-methoxybenzonitrile), II (iodine). The reagents and catalysts are FC(S(=O)(=O)[O-])(F)F.[Ag+] (silver trifluoromethanesulfonate), FC(S(=O)(=O)[O-])(F)F.[Ag+] (silver trifluoromethanesulfonate). Solvent: C(Cl)Cl (DCM). Run at time 2 day. Yields the product BrC1=C(C#N)C=C(C(=C1)OC)I (2-bromo-5-iodo-4-methoxybenzonitrile). Yield: 57.1%. As a reaction SMILES: [Br:1][C:2]1[CH:9]=[C:8]([O:10][CH3:11])[CH:7]=[CH:6][C:3]=1[C:4]#[N:5].[I:12]I>FC(F)(F)S([O-])(=O)=O.[Ag+].C(Cl)Cl>[Br:1][C:2]1[CH:9]=[C:8]([O:10][CH3:11])[C:7]([I:12])=[CH:6][C:3]=1[C:4]#[N:5] |f:2.3|. Reported procedure: A RBF was charged with 2-bromo-4-methoxybenzonitrile (891 mg, 4.20 mmol, Matrix Scientific) and DCM (1.68E+04 μl) to give a clear solution. silver trifluoromethanesulfonate (1188 mg, 4.62 mmol) and iodine (1173 mg, 4.62 mmol) were added in sequence. The resulting mixture was stirred for 2 d. Additional portions of silver trifluoromethanesulfonate (1188 mg, 4.62 mmol) and iodine (1173 mg, 4.62 mmol) were added, and the mixture was stirred for another 5 h. The reaction mixture was then filtered th... Reactants: COCCOCCOC, O=C(O)c1cc(Cl)c(Cl)cc1[N+](=O)[O-], Cl, [H-], [Na+], Oc1ccc(Cl)cc1. The product is O=C(O)c1cc(Oc2ccc(Cl)cc2)c(Cl)cc1[N+](=O)[O-]. As a reaction SMILES: [CH3:26][O:27][CH2:28][CH2:29][O:30][CH2:31][CH2:32][O:33][CH3:34].[Cl:11][c:12]1[cH:13][c:14]([N+:22](=[O:23])[O-:24])[c:15]([C:16](=[O:17])[OH:18])[cH:19][c:20]1[Cl:21].[ClH:25].[H-:1].[Na+:2].[OH:3][c:4]1[cH:5][cH:6][c:7]([Cl:8])[cH:9][cH:10]1>>[O:3]([c:4]1[cH:5][cH:6][c:7]([Cl:8])[cH:9][cH:10]1)[c:20]1[c:12]([Cl:11])[cH:13][c:14]([N+:22](=[O:23])[O-:24])[c:15]([C:16](=[O:17])[OH:18])[cH:19]1. The reactants are O=C1N(C(C2=CC=CC=C12)=O)CC(CSC)NC(OC(C)(C)C)=O (tert-butyl [1-(1,3-dioxo-1,3-dihydro-2H-isoindol-2-yl)-3-(methylsulfanyl)propan-2-yl]carbamate), OOS(=O)[O-].[K+] (Oxone), O (water), CO (methanol). Reaction conditions: time 3 hour. Yields the product O=C1N(C(C2=CC=CC=C12)=O)CC(CS(=O)(=O)C)NC(OC(C)(C)C)=O (tert-butyl [1-(1,3-dioxo-1,3-dihydro-2H-isoindol-2-yl)-3-(methylsulfonyl)propan-2-yl]carbamate). Reaction SMILES: [O:1]=[C:2]1[C:10]2[C:5](=[CH:6][CH:7]=[CH:8][CH:9]=2)[C:4](=[O:11])[N:3]1[CH2:12][CH:13]([NH:17][C:18](=[O:24])[O:19][C:20]([CH3:23])([CH3:22])[CH3:21])[CH2:14][S:15][CH3:16].OOS([O-])=O.[K+].[OH2:31].C[OH:33]>>[O:11]=[C:4]1[C:5]2[C:10](=[CH:9][CH:8]=[CH:7][CH:6]=2)[C:2](=[O:1])[N:3]1[CH2:12][CH:13]([NH:17][C:18](=[O:24])[O:19][C:20]([CH3:21])([CH3:23])[CH3:22])[CH2:14][S:15]([CH3:16])(=[O:33])=[O:31] |f:1.2|. Procedure: To a solution of tert-butyl [1-(1,3-dioxo-1,3-dihydro-2H-isoindol-2-yl)-3-(methylsulfanyl)propan-2-yl]carbamate (10.0 g, 28.6 mmol) in methanol (100 mL) was added Oxone (53.1 g, 85.7 mmol) and water (100 mL). The reaction mixture was stirred at ambient temperature for 3 hours and then quenched with 20% aqueous sodium bisulfite solution, diluted with water, and extracted with DCM. The combined organic layers were washed with brine, dried over sodium sulfate, filtered, and concentrated under reduc... The reactants are O (water), FC=1C=C(C=CC1N1CC(C1)(C)O)[N+](=O)[O-] (3-fluoro-4-(3-hydroxy-3-methyl-1-azetidinyl)nitrobenzene), N1C=NC=C1 (imidazole), [Si](C)(C)(C(C)(C)C)Cl (tert-butyldimethylsilyl chloride), alcohol. Solvent: CCCCCC.C(C)OCC (hexane diethyl ether), CN(C=O)C (N,N-dimethylformamide). Conditions: time 8 hour. The product is [Si](C)(C)(C(C)(C)C)OC1(CN(C1)C1=C(C=C(C=C1)[N+](=O)[O-])F)C (4-[3-[(tert-butyldimethylsilyl)oxy]-3-methyl-1-azetidinyl]-3-fluoronitrobenzene). Isolated yield 69.8%. Reaction SMILES: [F:1][C:2]1[CH:3]=[C:4]([N+:14]([O-:16])=[O:15])[CH:5]=[CH:6][C:7]=1[N:8]1[CH2:11][C:10]([OH:13])([CH3:12])[CH2:9]1.N1C=CN=C1.[Si:22](Cl)([C:25]([CH3:28])([CH3:27])[CH3:26])([CH3:24])[CH3:23].O>CN(C)C=O.CCCCCC.C(OCC)C>[Si:22]([O:13][C:10]1([CH3:12])[CH2:9][N:8]([C:7]2[CH:6]=[CH:5][C:4]([N+:14]([O-:16])=[O:15])=[CH:3][C:2]=2[F:1])[CH2:11]1)([C:25]([CH3:28])([CH3:27])[CH3:26])([CH3:24])[CH3:23] |f:5.6|. Procedure details: A solution of 3-fluoro-4-(3-hydroxy-3-methyl-1-azetidinyl)nitrobenzene (1.80 g, 8.0 mmol) in dry N,N-dimethylformamide (15 mL) was cooled to 0° C. with an ice bath and then treated with imidazole (0.572 g, 8.4 mmol) and tert-butyldimethylsilyl chloride (1.30 g, 8.4 mmol) under N2. The reaction mixture was stirred overnight with gradual dissipation of the cooling bath. The reaction mixture was then transferred to a separatory funnel, along with water and 1:1 hexane/diethyl ether. After shaking, t...